From a dataset of the Open Reaction Database (ORD), a public repository of structured organic reaction records. describe an organic reaction: reactants, conditions, products, and yield Starting materials: ClC1=C(C#N)C=CC(=C1)C1=NSC(C1)(C(F)(F)F)C1=CC(=CC(=C1)Cl)Cl (2-chloro-4-[5-(3,5-dichlorophenyl)-5-(trifluoromethyl)-4H-isothiazol-3-yl]benzonitrile), C(C)=NO (acetaldehyde oxime), [OH-].[NH4+] (ammonium hydroxide), [Cl-].[Cl-].[Cl-].[In+3] (indium trichloride). Run in C1(=CC=CC=C1)C (toluene), C(C)(=O)OCC (ethyl acetate). Conditions: temperature 120 celsius, time 2 hour. Yields the product ClC1=C(C(=O)N)C=CC(=C1)C1=NSC(C1)(C(F)(F)F)C1=CC(=CC(=C1)Cl)Cl (2-chloro-4-[5-(3,5-dichlorophenyl)-5-(trifluoromethyl)-4H-isothiazol-3-yl]benzamide). RXN SMILES: [Cl:1][C:2]1[CH:9]=[C:8]([C:10]2[CH2:14][C:13]([C:19]3[CH:24]=[C:23]([Cl:25])[CH:22]=[C:21]([Cl:26])[CH:20]=3)([C:15]([F:18])([F:17])[F:16])[S:12][N:11]=2)[CH:7]=[CH:6][C:3]=1[C:4]#[N:5].C(=N[OH:30])C.[Cl-].[Cl-].[Cl-].[In+3].[OH-].[NH4+]>C1(C)C=CC=CC=1.C(OCC)(=O)C>[Cl:1][C:2]1[CH:9]=[C:8]([C:10]2[CH2:14][C:13]([C:19]3[CH:20]=[C:21]([Cl:26])[CH:22]=[C:23]([Cl:25])[CH:24]=3)([C:15]([F:18])([F:17])[F:16])[S:12][N:11]=2)[CH:7]=[CH:6][C:3]=1[C:4]([NH2:5])=[O:30] |f:2.3.4.5,6.7|. Procedure details: To a solution of 2-chloro-4-[5-(3,5-dichlorophenyl)-5-(trifluoromethyl)-4H-isothiazol-3-yl]benzonitrile (50 mg) in toluene (1 mL) were added acetaldehyde oxime (3 eq.) then indium trichloride (0.05 eq.). The mixture was stirred at 120° C. for 2 hours then it was allowed to cool to room temperature. The solution was diluted with ethyl acetate, then treated with ammonium hydroxide (2N). The mixture was washed two times with brine then the organic phase were collected and they were dried over magne...